From a dataset of the Open Reaction Database (ORD), a public repository of structured organic reaction records. describe an organic reaction: reactants, conditions, products, and yield Starting materials: CON(C(\C=C\C1=CC=NC=C1)=O)C ((2E)-N-methoxy-N-methyl-3-(pyridin-4-yl)prop-2-enamide), C(C)(=O)O (acetic acid). Reagents/catalysts: [Rh] (rhodium/carbon). The solvent is CO (methanol). Conditions: time 15 hour. Yields the product CON(C(CCC1CCN(CC1)C(=O)OC(C)(C)C)=O)C (tert-butyl 4-{3-[methoxy(methyl)amino]-3-oxopropyl}piperidine-1-carboxylate). Yield: 165.7%. Reaction SMILES: [CH3:1][O:2][N:3]([CH3:14])[C:4](=[O:13])/[CH:5]=[CH:6]/[C:7]1[CH:12]=[CH:11][N:10]=[CH:9][CH:8]=1.[C:15]([OH:18])(=[O:17])C>CO.[Rh]>[CH3:1][O:2][N:3]([CH3:14])[C:4](=[O:13])[CH2:5][CH2:6][CH:7]1[CH2:8][CH2:9][N:10]([C:15]([O:18][C:7]([CH3:12])([CH3:8])[CH3:6])=[O:17])[CH2:11][CH2:12]1. Procedure: A solution of (2E)-N-methoxy-N-methyl-3-(pyridin-4-yl)prop-2-enamide (2.00 g), 5% rhodium/carbon (containing water (50%), 0.4 g) and acetic acid (1.25 g) in methanol (40 mL) was stirred for 4 hr under ice-cooling under a hydrogen atmosphere (5 atm). The reaction mixture was allowed to cool to room temperature and filtered, and the filtrate was concentrated under reduced pressure. The residue was dissolved in a mixed solvent of THF (25 mL) and water (10 mL), di-tert-butyl dicarbonate (4.36 g) and... The reactants are trimethylsilyl ester, C1(C=2C(C(N1C1C(N([C@H](SC1)C1=CC=CC=C1)CC(=O)OCC[Si](C)(C)C)=O)=O)=CC=CC2)=O ((R)-Dihydro-5-phthalimido-4-oxo-2-phenyl-2H-1,3-thiazine-3(4H)-acetic acid, 2-(trimethylsilyl)ethyl ester), C(Cl)(Cl)Cl (chloroform), CNN (N-methylhydrazine). Run in CCOCC (ether). Run at time 8 hour. The product is NC1C(N([C@H](SC1)C1=CC=CC=C1)CC(=O)OCC[Si](C)(C)C)=O ((R)-dihydro-5-amino-4-oxo-2-phenyl-2H-1,3-thiazine-3(4H)-acetic acid, 2-(trimethylsilyl)ethyl ester). Reaction SMILES: C1(=O)[N:5]([CH:6]2[CH2:11][S:10][C@H:9]([C:12]3[CH:17]=[CH:16][CH:15]=[CH:14][CH:13]=3)[N:8]([CH2:18][C:19]([O:21][CH2:22][CH2:23][Si:24]([CH3:27])([CH3:26])[CH3:25])=[O:20])[C:7]2=[O:28])C(=O)C2=CC=CC=C12.C(Cl)(Cl)Cl.CNN>CCOCC>[NH2:5][CH:6]1[CH2:11][S:10][C@H:9]([C:12]2[CH:13]=[CH:14][CH:15]=[CH:16][CH:17]=2)[N:8]([CH2:18][C:19]([O:21][CH2:22][CH2:23][Si:24]([CH3:26])([CH3:25])[CH3:27])=[O:20])[C:7]1=[O:28]. Procedure: A solution of the trimethylsilyl ester product from part (b) (1.17 g., 2.36 mmole) in 4 ml. of dry chloroform is treated with N-methylhydrazine (217 mg., 4.72 mmole). The stoppered reaction is stirred at room temperature overnight, then diluted with ether and filtered to remove N-methyl-phthalhydrazide. Removal of organic solvents in vacuo yields (R)-dihydro-5-amino-4-oxo-2-phenyl-2H-1,3-thiazine-3(4H)-acetic acid, 2-(trimethylsilyl)ethyl ester.